Dataset: the Open Reaction Database (ORD), a public repository of structured organic reaction records. Task: describe an organic reaction: reactants, conditions, products, and yield Reactants: ClC(CC1=CC=C(OCC2(OC3=CC=C(C=C3C(C2)=O)C(=O)OC)C)C=C1)C(=O)OCC (methyl 2-[4-(2-chloro-2-ethoxycarbonylethyl)phenoxymethyl]-2-methyl-4-oxochroman-6-carboxylate), Cl (hydrochloric acid), C(C)(=O)O (acetic acid), NC(=S)N (thiourea), S1(=O)(=O)CCCC1 (sulfolane). The product is O=C1SC(C(N1)=O)CC1=CC=C(OCC2(OC3=CC=C(C=C3C(C2)=O)C(=O)OCC)C)C=C1 (Ethyl 2-[4-(2,4-dioxothiazolidin-5-ylmethyl)phenoxymethyl]-2-methyl-4-oxochroman-6-carboxylate). As a reaction SMILES: Cl[CH:2]([C:28]([O:30]CC)=O)[CH2:3][C:4]1[CH:27]=[CH:26][C:7]([O:8][CH2:9][C:10]2([CH3:25])[CH2:19][C:18](=[O:20])[C:17]3[C:12](=[CH:13][CH:14]=[C:15]([C:21]([O:23]C)=[O:22])[CH:16]=3)[O:11]2)=[CH:6][CH:5]=1.[NH2:33][C:34](N)=[S:35].S1(CC[CH2:41][CH2:40]1)(=O)=O.Cl.C(O)(=[O:47])C>>[O:47]=[C:34]1[NH:33][C:28](=[O:30])[CH:2]([CH2:3][C:4]2[CH:5]=[CH:6][C:7]([O:8][CH2:9][C:10]3([CH3:25])[CH2:19][C:18](=[O:20])[C:17]4[C:12](=[CH:13][CH:14]=[C:15]([C:21]([O:23][CH2:40][CH3:41])=[O:22])[CH:16]=4)[O:11]3)=[CH:26][CH:27]=2)[S:35]1. Procedure details: A procedure similar to that described in Example 1 was repeated, except that 4.7 g of methyl 2-[4-(2-chloro-2-ethoxycarbonylethyl)phenoxymethyl]-2-methyl-4-oxochroman-6-carboxylate (prepared as described in Preparation 45), 1 g of thiourea, 10 ml of sulfolane, 15 ml of acetic acid and 15 ml of 3N aqueous hydrochloric acid were used, to afford a crude 6-carboxylic acid corresponding to the title compound. This acid was treated, without purification, with 20 ml of ethanol and 2 ml of a 4N solution... The reactants are C1(CC1)CNC(=O)C1=C(N(C2=CC(=CC=C12)OC)C)C (N-(cyclopropylmethyl)-6-methoxy-1,2-dimethyl-1H-indole-3-carboxamide), B(Br)(Br)Br (BBr3), C(Cl)Cl (CH2Cl2). Yields the product C1(CC1)CNC(=O)C1=C(N(C2=CC(=CC=C12)O)C)C (N-(Cyclopropylmethyl)-6-hydroxy-1,2-dimethyl-1H-indole-3-carboxamide). The yield is 76.9%. As a reaction SMILES: [CH:1]1([CH2:4][NH:5][C:6]([C:8]2[C:16]3[C:11](=[CH:12][C:13]([O:17]C)=[CH:14][CH:15]=3)[N:10]([CH3:19])[C:9]=2[CH3:20])=[O:7])[CH2:3][CH2:2]1.B(Br)(Br)Br.C(Cl)Cl>>[CH:1]1([CH2:4][NH:5][C:6]([C:8]2[C:16]3[C:11](=[CH:12][C:13]([OH:17])=[CH:14][CH:15]=3)[N:10]([CH3:19])[C:9]=2[CH3:20])=[O:7])[CH2:3][CH2:2]1. Procedure: This material was prepared by reaction of N-(cyclopropylmethyl)-6-methoxy-1,2-dimethyl-1H-indole-3-carboxamide 55a (0.38 g, 1.4 mmole) with 1.0 M BBr3 in CH2Cl2 (4.19 ml, 4.19 mmole) in a manner as previously described for example 1d to give a pale yellow solid (0.278 g, 77%). 1H NMR (400 MHz, CD3OD) δ 7.55 (1H, d, J=8.5 Hz), 6.77 (1H, s), 6.71 (1H, d, J=8.5 Hz), 3.63 (3H, s), 3.28 (2H, m), 2.61 (3H, s), 1.18 (1H, m), 0.56 (2H, m); ESIMS (MH+): 259.10.